From a dataset of the Open Reaction Database (ORD), a public repository of structured organic reaction records. describe an organic reaction: reactants, conditions, products, and yield Reactants: C[Mg]Cl (Methyl magnesium chloride), O(C1=CC=CC=C1)CC(=O)N[C@@H]1C(N[C@H]1S(=O)(=O)C1=CC=CC=C1)=O ((3R-trans)-3-phenoxyacetylamino-4-phenylsulfonyl-2-azetidinone), [Cl-].[NH4+] (ammonium chloride). The solvent is [Cl-].[Cl-].[Mg+2] (magnesium dichloride), O1CCCC1 (tetrahydrofuran). Run at temperature -10 celsius, time 2 hour. Yields the product O(C1=CC=CC=C1)CC(=O)N[C@@H]1C(N[C@@H]1C)=O (cis-3-phenoxyacetylamino-4-methyl-2-azetidinone). Reaction SMILES: [CH3:1][Mg]Cl.[O:4]([CH2:11][C:12]([NH:14][C@H:15]1[C@H:18](S(C2C=CC=CC=2)(=O)=O)[NH:17][C:16]1=[O:28])=[O:13])[C:5]1[CH:10]=[CH:9][CH:8]=[CH:7][CH:6]=1.[Cl-].[NH4+]>[Cl-].[Cl-].[Mg+2].O1CCCC1>[O:4]([CH2:11][C:12]([NH:14][C@H:15]1[C@@H:18]([CH3:1])[NH:17][C:16]1=[O:28])=[O:13])[C:5]1[CH:6]=[CH:7][CH:8]=[CH:9][CH:10]=1 |f:2.3,4.5.6|. Procedure: Methyl magnesium chloride (2.9 ml, of 2.9 M in tetrahydrofuran) was added to a solution of 500 mg (3R-trans)-3-phenoxyacetylamino-4-phenylsulfonyl-2-azetidinone in 11.1 ml of 0.5 M magnesium dichloride in tetrahydrofuran under nitrogen and chilled in an ice/acetone bath (-10° C.). After 2 hours, the mixture was added to saturated aqueous ammonium chloride and extracted with ethyl acetate. The extract was washed with water, dried over sodium sulfate, and evaporated. Treatment of the residue with ... The reactants are Oc1ccccc1, O=C(O)C(F)(F)F. Yields the product O=Cc1ccccc1O. Reaction SMILES: [OH:1][c:2]1[cH:3][cH:4][cH:5][cH:6][cH:7]1.[OH:8][C:9]([C:10]([F:11])([F:12])[F:13])=[O:14]>>[OH:1][c:2]1[c:3]([CH:9]=[O:8])[cH:4][cH:5][cH:6][cH:7]1.